From a dataset of the Open Reaction Database (ORD), a public repository of structured organic reaction records. describe an organic reaction: reactants, conditions, products, and yield Starting materials: CoBr2, CC(=C)C(=C)C (2,3-dimethyl-1,3-butadiene), C[Si](C)(C)C#C (trimethylsilylacetylene). Reagents/catalysts: [Zn+2].[I-].[I-] (ZnI2), C1(=CC=CC=C1)P(C1=CC=CC=C1)CC (diphenylphosphinoethane). Run in ClCCl (dichloromethane). Run at temperature 30 celsius, time 0.5 hour. The product is CC=1CC=C(CC1C)[Si](C)(C)C ((4,5-dimethyl-1,4-cyclohexadienyl)trimethylsilane). Yield: 52.9%. As a reaction SMILES: [CH3:1][C:2]([C:4]([CH3:6])=[CH2:5])=[CH2:3].[CH3:7][Si:8]([C:11]#[CH:12])([CH3:10])[CH3:9]>ClCCl.[Zn+2].[I-].[I-].C1(P(CC)C2C=CC=CC=2)C=CC=CC=1>[CH3:3][C:2]1[CH2:1][CH:12]=[C:11]([Si:8]([CH3:10])([CH3:9])[CH3:7])[CH2:5][C:4]=1[CH3:6] |f:3.4.5|. Reported procedure: In a four-necked flask, 0.54 g (2.5 mmol) of CoBr2, 2.62 g (8.2 mmol) of ZnI2 and 1.09 g (2.7 mmol) of diphenylphosphinoethane were dissolved in 120 ml of dichloromethane and the mixture was stirred for 0.5 hour at 30° C. Subsequently, 27.5 ml (244 mmol) of 2,3-dimethyl-1,3-butadiene, 21.5 g (219 mol) of trimethylsilylacetylene and 0.69 g (2.7 mmol) of Bu4NBH4 were added thereto, and the mixture was allowed to react for one hour at 30° C. After dichloromethane was evaporated under reduced pressu... Starting materials: CC(=O)N1CCN(Cc2ccc(Oc3ccccc3)cc2)CC1, CCO, [K+], [OH-], O. The product is c1ccc(Oc2ccc(CN3CCNCC3)cc2)cc1. RXN SMILES: [C:1](=[O:2])([CH3:3])[N:4]1[CH2:5][CH2:6][N:7]([CH2:10][c:11]2[cH:12][cH:13][c:14]([O:17][c:18]3[cH:19][cH:20][cH:21][cH:22][cH:23]3)[cH:15][cH:16]2)[CH2:8][CH2:9]1.[CH3:27][CH2:28][OH:29].[K+:25].[OH-:24].[OH2:26]>>[NH:4]1[CH2:5][CH2:6][N:7]([CH2:10][c:11]2[cH:12][cH:13][c:14]([O:17][c:18]3[cH:19][cH:20][cH:21][cH:22][cH:23]3)[cH:15][cH:16]2)[CH2:8][CH2:9]1. Starting materials: [Br-], O=Cc1ccc(Cl)cc1-c1ccc(Br)cc1, C1CCOC1, [Li]CCCC, C[P+](c1ccccc1)(c1ccccc1)c1ccccc1. Yields the product C=Cc1ccc(Cl)cc1-c1ccc(Br)cc1. RXN SMILES: [Br-:22].[Br:6][c:7]1[cH:8][cH:9][c:10](-[c:13]2[c:14]([CH:20]=[O:21])[cH:15][cH:16][c:17]([Cl:19])[cH:18]2)[cH:11][cH:12]1.[CH2:43]1[O:44][CH2:45][CH2:46][CH2:47]1.[CH3:1][CH2:2][CH2:3][CH2:4][Li:5].[CH3:23][P+:24]([c:25]1[cH:26][cH:27][cH:28][cH:29][cH:30]1)([c:31]1[cH:32][cH:33][cH:34][cH:35][cH:36]1)[c:37]1[cH:38][cH:39][cH:40][cH:41][cH:42]1>>[CH2:1]=[CH:20][c:14]1[c:13](-[c:10]2[cH:9][cH:8][c:7]([Br:6])[cH:12][cH:11]2)[cH:18][c:17]([Cl:19])[cH:16][cH:15]1. The reactants are C(#C)C=1C(=NOC1C)C1=CC=CC=C1 (4-ethynyl-5-methyl-3-phenyl-isoxazole), BrC1=NC(=CC=C1)C (2-bromo-6-methylpyridine). Product: CC1=NC(=CC=C1)C#CC=1C(=NOC1C)C1=CC=CC=C1 (2-Methyl-6-(5-methyl-3-phenyl-isoxazol-4-ylethynyl)-pyridine). Yield: 60.0%. RXN SMILES: [C:1]([C:3]1[C:4]([C:9]2[CH:14]=[CH:13][CH:12]=[CH:11][CH:10]=2)=[N:5][O:6][C:7]=1[CH3:8])#[CH:2].Br[C:16]1[CH:21]=[CH:20][CH:19]=[C:18]([CH3:22])[N:17]=1>>[CH3:22][C:18]1[CH:19]=[CH:20][CH:21]=[C:16]([C:2]#[C:1][C:3]2[C:4]([C:9]3[CH:14]=[CH:13][CH:12]=[CH:11][CH:10]=3)=[N:5][O:6][C:7]=2[CH3:8])[N:17]=1. Reported procedure: As described for example 11c, 4-ethynyl-5-methyl-3-phenyl-isoxazole (92 mg, 0.50 mmol) was converted (using 2-bromo-6-methylpyridine instead of 2-chloro-4-iodopyridine) to the title compound (SiO2, heptane:ethyl acetate=95:5 to 0:100, 83 mg, 60%) which was obtained as a yellow oil. MS: m/e=275.2 [M+H]+. Reactants: O=C(c1ncc[nH]1)c1ncc[nH]1, CC(C)(C)OC(=O)N(CCC#N)CC(=O)O, NCCc1ccc2c(c1)OCO2, CCN(C(C)C)C(C)C, ClCCl, Cl. Product: CC(C)(C)OC(=O)N(CCC#N)CC(=O)NCCc1ccc2c(c1)OCO2. As a reaction SMILES: [C:17]([c:18]1[nH:19][cH:20][cH:21][n:22]1)([c:23]1[nH:24][cH:25][cH:26][n:27]1)=[O:28].[C:1](#[N:2])[CH2:3][CH2:4][N:5]([CH2:6][C:7](=[O:8])[OH:9])[C:10](=[O:11])[O:12][C:13]([CH3:14])([CH3:15])[CH3:16].[CH2:29]([CH2:30][c:31]1[cH:32][c:33]2[c:37]([cH:38][cH:39]1)[O:36][CH2:35][O:34]2)[NH2:40].[CH:42]([N:43]([CH:44]([CH3:45])[CH3:46])[CH2:47][CH3:48])([CH3:49])[CH3:50].[Cl:51][CH2:52][Cl:53].[ClH:41]>>[C:1](#[N:2])[CH2:3][CH2:4][N:5]([CH2:6][C:7](=[O:9])[NH:40][CH2:29][CH2:30][c:31]1[cH:32][c:33]2[c:37]([cH:38][cH:39]1)[O:36][CH2:35][O:34]2)[C:10](=[O:11])[O:12][C:13]([CH3:14])([CH3:15])[CH3:16]. Starting materials: C(\C=C\CCCCCCC)(=O)O (trans-2-decenoic acid), C1(CCCC1)S (cyclopentanethiol). Product: C(\C=C\CCCCCCC)(SC1CCCC1)=O ((E)-S-cyclopentyl dec-2-enethioate). RXN SMILES: [C:1]([OH:12])(=O)/[CH:2]=[CH:3]/[CH2:4][CH2:5][CH2:6][CH2:7][CH2:8][CH2:9][CH3:10].[CH:13]1([SH:18])[CH2:17][CH2:16][CH2:15][CH2:14]1>>[C:1](=[O:12])([S:18][CH:13]1[CH2:17][CH2:16][CH2:15][CH2:14]1)/[CH:2]=[CH:3]/[CH2:4][CH2:5][CH2:6][CH2:7][CH2:8][CH2:9][CH3:10]. Procedure: The same operation as in Example 1-1 or 1-2 was carried out using trans-2-decenoic acid and cyclopentanethiol as starting materials to give the aimed compound. Starting materials: ClC1=CC=C(C(=C1OC=1C=C(C=C(C#N)C1)C#N)F)CC1=NNC(C(=C1)C)=O (5-[6-chloro-2-fluoro-3-(5-methyl-6-oxo-1,6-dihydro-pyridazin-3-ylmethyl)-phenoxy]-isophthalonitrile), ClC1=CC=C(C(=C1OC=1C=C(C#N)C=C(C1)C(F)F)F)CC1=NNC(C(=C1)C)=O (3-[6-chloro-2-fluoro-3-(5-methyl-6-oxo-1,6-dihydro-pyridazin-3-ylmethyl)-phenoxy]-5-difluoromethyl-benzonitrile), ClC=1C=C(C#N)C=C(C1)OC1=C(C(=CC=C1Cl)CC1=NNC(C(=C1)C)=O)F (3-chloro-5-[6-chloro-2-fluoro-3-(5-methyl-6-oxo-1,6-dihydro-pyridazin-3-ylmethyl)-phenoxy]-benzonitrile), ClC1=CC=C(C(=C1OC=1C=C(C#N)C=C(C1)C(F)F)F)CC1=NNC(C(=C1)C)=O (3-[6-chloro-2-fluoro-3-(5-methyl-6-oxo-1,6-dihydro-pyridazin-3-ylmethyl)-phenoxy]-5-difluoromethyl-benzonitrile). Product: ClC1=CC=C(C(=C1OC=1C=C(C=C(C#N)C1)C#N)F)CC1=NN(C(C(=C1)C)=O)CO (5-[6-Chloro-2-fluoro-3-(1-hydroxymethyl-5-methyl-6-oxo-1,6-dihydro-pyridazin-3-ylmethyl)-phenoxyl]-isophthalonitrile). Reaction SMILES: [Cl:1][C:2]1[C:7]([O:8][C:9]2[CH:10]=[C:11]([C:17]#[N:18])[CH:12]=[C:13]([CH:16]=2)[C:14]#[N:15])=[C:6]([F:19])[C:5]([CH2:20][C:21]2[CH:26]=[C:25]([CH3:27])[C:24](=[O:28])[NH:23][N:22]=2)=[CH:4][CH:3]=1.ClC1C=C(C=[C:36]([O:38]C2C(Cl)=CC=C(CC3C=C(C)C(=O)NN=3)C=2F)C=1)C#N.ClC1C(OC2C=C(C=C(C(F)F)C=2)C#N)=C(F)C(CC2C=C(C)C(=O)NN=2)=CC=1>>[Cl:1][C:2]1[C:7]([O:8][C:9]2[CH:10]=[C:11]([C:17]#[N:18])[CH:12]=[C:13]([CH:16]=2)[C:14]#[N:15])=[C:6]([F:19])[C:5]([CH2:20][C:21]2[CH:26]=[C:25]([CH3:27])[C:24](=[O:28])[N:23]([CH2:36][OH:38])[N:22]=2)=[CH:4][CH:3]=1. Reported procedure: Compounds I-22, I-27 and I-29 can be prepared in similar manner except 5-[6-chloro-2-fluoro-3-(5-methyl-6-oxo-1,6-dihydro-pyridazin-3-ylmethyl)-phenoxy]-isophthalonitrile was replaced with 3-chloro-5-[6-chloro-2-fluoro-3-(5-methyl-6-oxo-1,6-dihydro-pyridazin-3-ylmethyl)-phenoxy]-benzonitrile, 3-[6-chloro-2-fluoro-3-(5-methyl-6-oxo-1,6-dihydro-pyridazin-3-ylmethyl)-phenoxy]-5-difluoromethyl-benzonitrile and 3-[6-chloro-2-fluoro-3-(5-methyl-6-oxo-1,6-dihydro-pyridazin-3-ylmethyl)-phenoxy]-5-difluo... Starting materials: CC(C)(C)O, Fc1cc(C(F)(F)F)ccc1C1(CCl)CO1, [Na], c1nc[nH]n1. The product is Fc1cc(C(F)(F)F)ccc1C1(Cn2cncn2)CO1. Reaction SMILES: [C:23]([OH:24])([CH3:25])([CH3:26])[CH3:27].[Cl:1][CH2:2][C:3]1([c:6]2[c:7]([F:16])[cH:8][c:9]([C:12]([F:13])([F:14])[F:15])[cH:10][cH:11]2)[O:4][CH2:5]1.[Na:22].[nH:17]1[n:18][cH:19][n:20][cH:21]1>>[CH2:2]([C:3]1([c:6]2[c:7]([F:16])[cH:8][c:9]([C:12]([F:13])([F:14])[F:15])[cH:10][cH:11]2)[O:4][CH2:5]1)[n:17]1[n:18][cH:19][n:20][cH:21]1. Starting materials: NC=1N=C(C2=C(N1)OC(=N2)CCC2=CC=C(C=C2)F)N2CCNCC2 (5-amino-2-[2-(4-fluorophenyl)ethyl]-7-piperazin-1-yl-oxazolo[5,4-d]pyrimidine), CC=1C=C(C=CC1)N=C=O (3-methylphenylisocyanate). RXN SMILES: [NH2:1][C:2]1[N:3]=[C:4]([N:20]2[CH2:25][CH2:24][NH:23][CH2:22][CH2:21]2)[C:5]2[N:10]=[C:9]([CH2:11][CH2:12][C:13]3[CH:18]=[CH:17][C:16]([F:19])=[CH:15][CH:14]=3)[O:8][C:6]=2[N:7]=1.[CH3:26][C:27]1[CH:28]=[C:29]([N:33]=[C:34]=[O:35])[CH:30]=[CH:31][CH:32]=1>ClCCl>[NH2:1][C:2]1[N:3]=[C:4]([N:20]2[CH2:25][CH2:24][N:23]([C:34](=[O:35])[NH:33][C:29]3[CH:28]=[C:27]([CH3:26])[CH:32]=[CH:31][CH:30]=3)[CH2:22][CH2:21]2)[C:5]2[N:10]=[C:9]([CH2:11][CH2:12][C:13]3[CH:18]=[CH:17][C:16]([F:19])=[CH:15][CH:14]=3)[O:8][C:6]=2[N:7]=1. The yield is 42.1%. Reported procedure: To a solution of 5-amino-2-[2-(4-fluorophenyl)ethyl]-7-piperazin-1-yl-oxazolo[5,4-d]pyrimidine (50 mg, 0.15 mmol) in dichloromethane (4 ml) was added 3-methylphenylisocyanate (0.16 mmol). The reaction was stirred at room temperature for 2 hours after which the solvent was removed in vacuo. The resulting residue was purified by flash chromatography on silica, the mobile phase being a mixture of methanol and dichloromethane (in a ratio gradually ranging from 100% CH2Cl2 to 2% CH3OH in CH2Cl2), yie... The solvent is ClCCl (dichloromethane). The product is NC=1N=C(C2=C(N1)OC(=N2)CCC2=CC=C(C=C2)F)N2CCN(CC2)C(NC=2C=C(C=CC2)C)=O (5-amino-2-[2-(4-fluorophenyl)ethyl]-7-(4-m -tolylcarbamoylpiperazin-1-yl)-oxazolo[5,4-d]pyrimidine). Run at time 2 hour. The reactants are ClC1=CC=C(C=C1)C=1N=C2N(C=CC=C2)C1CC1=NOC(=N1)C(=O)NN (3-((2-(4-chlorophenyl)imidazo[1,2-a]pyridin-3-yl)methyl)-1,2,4-oxadiazole-5-carbohydrazide), FC=1C=CC=2N(C1)C(=C(N2)C2=CC=C(C=C2)F)CC2=NOC(=N2)C(=O)OCC (ethyl 3-((6-fluoro-2-(4-fluorophenyl)imidazo[1,2-a]pyridin-3-yl)methyl)-1,2,4-oxadiazole-5-carboxylate), CN (methylamine). Product: FC=1C=CC=2N(C1)C(=C(N2)C2=CC=C(C=C2)F)CC2=NOC(=N2)C(=O)NC (3-((6-fluoro-2-(4-fluorophenyl)imidazo[1,2-a]pyridin-3-yl)methyl)-N-methyl-1,2,4-oxadiazole-5-carboxamide). Reaction SMILES: ClC1C=CC([C:8]2[N:9]=C3C=CC=CN3C=2CC2N=C(C(NN)=O)ON=2)=CC=1.[F:27][C:28]1[CH:29]=[CH:30][C:31]2[N:32]([C:34]([CH2:44][C:45]3[N:49]=[C:48]([C:50]([O:52]CC)=O)[O:47][N:46]=3)=[C:35]([C:37]3[CH:42]=[CH:41][C:40]([F:43])=[CH:39][CH:38]=3)[N:36]=2)[CH:33]=1.CN>>[F:27][C:28]1[CH:29]=[CH:30][C:31]2[N:32]([C:34]([CH2:44][C:45]3[N:49]=[C:48]([C:50]([NH:9][CH3:8])=[O:52])[O:47][N:46]=3)=[C:35]([C:37]3[CH:38]=[CH:39][C:40]([F:43])=[CH:41][CH:42]=3)[N:36]=2)[CH:33]=1. Reported procedure: The title compound was prepared in the same fashion as that for compound 215 from ethyl 3-((6-fluoro-2-(4-fluorophenyl)imidazo[1,2-a]pyridin-3-yl)methyl)-1,2,4-oxadiazole-5-carboxylate and methylamine. m/e+=370 (M+H−). 1H NMR (400 MHz, in DMSO-d6): δ 9.23 (H, D, brd, NH), δ 8.66-8.65 (1H, D, dd, J=5.2, 2.0 Hz, ArH), δ 7.81-7.78 (2H, D, m, ArH), δ 7.45-7.40 (1H, D, dd, J=9.6, 5.2 Hz, ArH), δ 7.32-7.28 (2H, D, m, ArH), δ 4.72 (2H, D, s, CH2), and 2.76 (3H, D, s, CH3).